This data is from the Open Reaction Database (ORD), a public repository of structured organic reaction records. The task is: describe an organic reaction: reactants, conditions, products, and yield Reactants: ClC=1C(=C(C=CC1)NC(=O)[C@H]1CN(CCC1)C(=O)OC(C)(C)C)NCCCOC ((R)-tert-Butyl 3-(3-chloro-2-(3-methoxypropylamino)phen ylcarbamoyl)piperidine-1-carboxylate), C(C)(=O)O (acetic acid), resultant solution. Reaction SMILES: [Cl:1][C:2]1[C:3]([NH:24][CH2:25][CH2:26][CH2:27][O:28][CH3:29])=[C:4]([NH:8][C:9]([C@@H:11]2[CH2:16][CH2:15][CH2:14][N:13]([C:17]([O:19][C:20]([CH3:23])([CH3:22])[CH3:21])=[O:18])[CH2:12]2)=O)[CH:5]=[CH:6][CH:7]=1.C(O)(=O)C>C1(C)C=CC=CC=1>[Cl:1][C:2]1[C:3]2[N:24]([CH2:25][CH2:26][CH2:27][O:28][CH3:29])[C:9]([C@@H:11]3[CH2:16][CH2:15][CH2:14][N:13]([C:17]([O:19][C:20]([CH3:23])([CH3:22])[CH3:21])=[O:18])[CH2:12]3)=[N:8][C:4]=2[CH:5]=[CH:6][CH:7]=1. The solvent is C1(=CC=CC=C1)C (Toluene). Product: ClC1=CC=CC2=C1N(C(=N2)[C@H]2CN(CCC2)C(=O)OC(C)(C)C)CCCOC ((R)-tert-butyl 3-(7-chloro-1-(3-methoxypropyl)-1H-benzo[d]imidazol-2-yl)piperidine-1-carboxylate). Reported procedure: (R)-tert-Butyl 3-(3-chloro-2-(3-methoxypropylamino)phenylcarbamoyl)piperidine-1-carboxylate (30C) (crude material, 2.23 mmol max) was added to a 50 mL round-bottomed flask equipped for stirring under nitrogen. Glacial acetic acid (10 mL) was then added and the resultant solution was stirred at 70° C. under nitrogen for 16 hr. Analysis of the reaction mixture at this time by LC/MS indicated that the reaction was complete. The reaction solution was then concentrated in-vacuo to give a brownish oil... The reactants are ClC1=C(ONC(NCCC)=O)C=C(C=C1)Cl (3-(2,5-dichlorophenoxy)-1-n-propyl-urea), C=O (formalin), O (Water). Solvent: CN(C=O)C (N,N-dimethylformamide). Conditions: temperature 25 celsius, time 3 hour. The product is ClC1=C(ON(C(NCCC)=O)CO)C=C(C=C1)Cl (3-(2,5-Dichlorophenoxy)-3-hydroxymethyl-1-n-propylurea). The yield is 62.8%. As a reaction SMILES: [Cl:1][C:2]1[CH:15]=[CH:14][C:13]([Cl:16])=[CH:12][C:3]=1[O:4][NH:5][C:6](=[O:11])[NH:7][CH2:8][CH2:9][CH3:10].[CH2:17]=[O:18].O>CN(C)C=O>[Cl:1][C:2]1[CH:15]=[CH:14][C:13]([Cl:16])=[CH:12][C:3]=1[O:4][N:5]([CH2:17][OH:18])[C:6](=[O:11])[NH:7][CH2:8][CH2:9][CH3:10]. Reported procedure: In 10 ml of N,N-dimethylformamide was dissolved 2.0 g (7.6 mmoles) of 3-(2,5-dichlorophenoxy)-1-n-propyl-urea, and then 1.87 g (22.8 mmoles) of 37% aqueous formalin solution was added The mixture was stirred at 25° C. for 3 hours. Water (100 ml) was added to the reaction mixture, and the mixture was extracted with ethyl acetate. The extract was washed with a saturated aqueous sodium chloride solution, and dried over anhydrous magnesium sulfate. The ethyl acetate was evaporated under reduced pres...